From a dataset of the Open Reaction Database (ORD), a public repository of structured organic reaction records. describe an organic reaction: reactants, conditions, products, and yield Yields the product CCOC(=O)C=Cc1ccc(NC2CCN(C(=O)c3ccc(Cl)cc3)C2)nc1. As a reaction SMILES: [C:15](=[O:16])([O-:17])[O-:18].[CH3:36][CH2:37][O:38][C:39]([CH3:40])=[O:41].[Cl:1][c:2]1[cH:3][cH:4][c:5]([CH:8]=[CH:9][C:10](=[O:11])[O:12][CH2:13][CH3:14])[cH:6][n:7]1.[Cl:21][c:22]1[cH:23][cH:24][c:25]([C:26](=[O:27])[N:28]2[CH2:29][CH:30]([NH2:33])[CH2:31][CH2:32]2)[cH:34][cH:35]1.[Cs+:19].[Cs+:20].[O-:43][C:44]([CH3:45])=[O:46].[O-:47][C:48]([CH3:49])=[O:50].[Pd+2:42]>>[c:2]1([NH:33][CH:30]2[CH2:29][N:28]([C:26]([c:25]3[cH:24][cH:23][c:22]([Cl:21])[cH:35][cH:34]3)=[O:27])[CH2:32][CH2:31]2)[cH:3][cH:4][c:5]([CH:8]=[CH:9][C:10](=[O:11])[O:12][CH2:13][CH3:14])[cH:6][n:7]1. Reactants: O=C([O-])[O-], CCOC(C)=O, CCOC(=O)C=Cc1ccc(Cl)nc1, NC1CCN(C(=O)c2ccc(Cl)cc2)C1, [Cs+], [Cs+], CC(=O)[O-], CC(=O)[O-], [Pd+2]. The reactants are [N+](=O)(O)[O-] (nitric acid), BrCCC1=C(N2CCCC3=CC=CC1=C23)C (1-(2-bromoethyl)-2-methyl-5,6-dihydro-4H-pyrrolo[3,2,1-ij]quinoline), ice. The solvent is S(O)(O)(=O)=O (sulfuric acid), S(O)(O)(=O)=O (sulfuric acid). Conditions: temperature 0 celsius. The product is BrCCC1=C(N2CCCC3=CC(=CC1=C23)[N+](=O)[O-])C (1-(2-bromoethyl)-2-methyl-8-nitro-5,6-dihydro-4H-pyrrolo[3,2,1-ij]quinoline). Reaction SMILES: [Br:1][CH2:2][CH2:3][C:4]1[C:14]2=[C:15]3[C:10](=[CH:11][CH:12]=[CH:13]2)[CH2:9][CH2:8][CH2:7][N:6]3[C:5]=1[CH3:16].[N+:17]([O-])([OH:19])=[O:18]>S(=O)(=O)(O)O>[Br:1][CH2:2][CH2:3][C:4]1[C:14]2=[C:15]3[C:10](=[CH:11][C:12]([N+:17]([O-:19])=[O:18])=[CH:13]2)[CH2:9][CH2:8][CH2:7][N:6]3[C:5]=1[CH3:16]. Procedure: 5 g 1-(2-bromoethyl)-2-methyl-5,6-dihydro-4H-pyrrolo[3,2,1-ij]quinoline were added to 10 ml of concentrated sulfuric acid cooled to 0° C. The reaction mixture was kept at a temperature of about 0° C., and a mixture of 1.15 ml of concentrated sulfuric acid and 0.84 ml of nitric acid was added dropwise as a nitrating agent. The reaction mixture was kept for a further hour at 0° C. and one more hour at room temperature. To work up the reaction mixture it was poured onto 30 g of ice and extracted wi...